describe an organic reaction: reactants, conditions, products, and yield From a dataset of the Open Reaction Database (ORD), a public repository of structured organic reaction records. The reactants are COC(C1=C(N=C(C=C1)Cl)Cl)=O (2,6-dichloro-nicotinic acid methyl ester), CN (methylamine), C(C)(C)N(CC)C(C)C (diisopropylethylamine). The product is COC(C1=C(N=C(C=C1)Cl)NC)=O (6-chloro-2-methylamino-nicotinic acid methyl ester). Reaction SMILES: [CH3:1][O:2][C:3](=[O:12])[C:4]1[CH:9]=[CH:8][C:7]([Cl:10])=[N:6][C:5]=1Cl.CN.[CH:15]([N:18](C(C)C)CC)(C)C>>[CH3:1][O:2][C:3](=[O:12])[C:4]1[CH:9]=[CH:8][C:7]([Cl:10])=[N:6][C:5]=1[NH:18][CH3:15]. Procedure details: A solution of 2,6-dichloro-nicotinic acid methyl ester (1.5 g), methylamine (0.99 ml) (33% by weight in ethanol) and diisopropylethylamine (“Hunig's base”) (1.38 ml) was heated in a microwave for 10 minutes at 120° C. The reaction mixture was partitioned between ethyl acetate and water. The phases were separated and the organic layer was concentrated. The residue was purified by column chromatography on silica gel (eluent: ethyl acetate/hexane 1:9) to give 6-chloro-2-methylamino-nicotinic acid m... The reactants are FC(S(=O)(=O)OC1=CC(=CC=C1)N1CCOCC1)(F)F (3-(4-Morpholinyl)phenyl trifluoromethanesulphonate), B1(OC(C(O1)(C)C)(C)C)B2OC(C(O2)(C)C)(C)C (bis(pinacolato)diboron), C(C)(=O)[O-].[K+] (potassium acetate), Cl.N12C[C@H](C(CC1)CC2)NC(=O)C=2SC1=C(C2)C=CC=C1Br (N-[(3S)-1-Azabicyclo[2.2.2]oct-3-yl]-7-bromo-1-benzothiophene-2-carboxamide hydrochloride), C([O-])([O-])=O.[Na+].[Na+] (sodium carbonate). The reagents and catalysts are C1=CC=C(C=C1)P([C-]2C=CC=C2)C3=CC=CC=C3.C1=CC=C(C=C1)P([C-]2C=CC=C2)C3=CC=CC=C3.Cl[Pd]Cl.[Fe+2] (PdCl2(dppf)), C1=CC=C(C=C1)P([C-]2C=CC=C2)C3=CC=CC=C3.C1=CC=C(C=C1)P([C-]2C=CC=C2)C3=CC=CC=C3.Cl[Pd]Cl.[Fe+2] (PdCl2(dppf)). Run in CN(C)C=O (DMF). Yields the product Cl.N12C[C@H](C(CC1)CC2)NC(=O)C=2SC1=C(C2)C=CC=C1C1=CC(=CC=C1)N1CCOCC1 (N-[(3S)-1-Azabicyclo[2.2.2]oct-3-yl]-7-[3-(4-morpholinyl)phenyl]-1-benzothiophene-2-carboxamide hydrochloride). As a reaction SMILES: FC(F)(F)S(O[C:7]1[CH:12]=[CH:11][CH:10]=[C:9]([N:13]2[CH2:18][CH2:17][O:16][CH2:15][CH2:14]2)[CH:8]=1)(=O)=O.B1(B2OC(C)(C)C(C)(C)O2)OC(C)(C)C(C)(C)O1.C([O-])(=O)C.[K+].[ClH:44].[N:45]12[CH2:52][CH2:51][CH:48]([CH2:49][CH2:50]1)[C@H:47]([NH:53][C:54]([C:56]1[S:57][C:58]3[C:64](Br)=[CH:63][CH:62]=[CH:61][C:59]=3[CH:60]=1)=[O:55])[CH2:46]2.C(=O)([O-])[O-].[Na+].[Na+]>CN(C=O)C.C1C=CC(P(C2C=CC=CC=2)[C-]2C=CC=C2)=CC=1.C1C=CC(P(C2C=CC=CC=2)[C-]2C=CC=C2)=CC=1.Cl[Pd]Cl.[Fe+2]>[ClH:44].[N:45]12[CH2:50][CH2:49][CH:48]([CH2:51][CH2:52]1)[C@H:47]([NH:53][C:54]([C:56]1[S:57][C:58]3[C:64]([C:7]4[CH:12]=[CH:11][CH:10]=[C:9]([N:13]5[CH2:14][CH2:15][O:16][CH2:17][CH2:18]5)[CH:8]=4)=[CH:63][CH:62]=[CH:61][C:59]=3[CH:60]=1)=[O:55])[CH2:46]2 |f:2.3,4.5,6.7.8,10.11.12.13,14.15|. Procedure details: 143.3 mg (0.49 mmol) of 3-(4-morpholinyl)phenyl trifluoromethanesulphonate (Example 17A), 142.2 mg (0.56 mmol) of bis(pinacolato)diboron, 119.1 mg (1.21 mmol) of potassium acetate, 13.7 mg (0.02 mmol) of PdCl2(dppf), 150 mg (0.37 mmol) of N-[(3S)-1-azabicyclo[2.2.2]oct-3-yl]-7-bromo-1-benzothiophene-2-carboxamide hydrochloride (Example 22A), 0.93 ml of 2 M sodium carbonate solution and a further 13.7 mg (0.02 mmol) of PdCl2(dppf) in 2.0 ml of DMF are reacted by general method D. Drying under hig...